This data is from the Open Reaction Database (ORD), a public repository of structured organic reaction records. The task is: describe an organic reaction: reactants, conditions, products, and yield The reactants are COC(C)(C)C, C[O-], FC(F)(F)c1cc(Cl)c(Cl)nc1Cl, [Na+]. Yields the product COc1nc(Cl)c(C(F)(F)F)cc1Cl. Reaction SMILES: [CH3:17][O:18][C:19]([CH3:20])([CH3:21])[CH3:22].[CH3:1][O-:2].[Cl:4][c:5]1[n:6][c:7]([Cl:16])[c:8]([C:12]([F:13])([F:14])[F:15])[cH:9][c:10]1[Cl:11].[Na+:3]>>[CH3:1][O:2][c:5]1[n:6][c:7]([Cl:16])[c:8]([C:12]([F:13])([F:14])[F:15])[cH:9][c:10]1[Cl:11].